This data is from the Open Reaction Database (ORD), a public repository of structured organic reaction records. The task is: describe an organic reaction: reactants, conditions, products, and yield Starting materials: Oc1nc(Cl)ncc1Br, Cl, Nc1ccc(S(N)(=O)=O)nc1, CN(C)C=O. Yields the product NS(=O)(=O)c1ccc(Nc2ncc(Br)c(O)n2)cn1. As a reaction SMILES: [Br:1][c:2]1[c:3]([OH:9])[n:4][c:5]([Cl:8])[n:6][cH:7]1.[ClH:21].[NH2:10][c:11]1[cH:12][cH:13][c:14]([S:17](=[O:18])(=[O:19])[NH2:20])[n:15][cH:16]1.[O:22]=[CH:23][N:24]([CH3:25])[CH3:26]>>[Br:1][c:2]1[c:3]([OH:9])[n:4][c:5]([NH:10][c:11]2[cH:12][cH:13][c:14]([S:17](=[O:18])(=[O:19])[NH2:20])[n:15][cH:16]2)[n:6][cH:7]1. The reactants are COC(=O)C(C)N(CC(F)(F)F)c1ccc(C#N)c(C(F)(F)F)c1, C1CCOC1, CO, Cl, [Na+], [OH-]. The product is CC(C(=O)O)N(CC(F)(F)F)c1ccc(C#N)c(C(F)(F)F)c1. Reaction SMILES: [C:1](#[N:2])[c:3]1[c:4]([C:21]([F:22])([F:23])[F:24])[cH:5][c:6]([N:9]([CH:10]([CH3:11])[C:12](=[O:13])[O:14][CH3:15])[CH2:16][C:17]([F:18])([F:19])[F:20])[cH:7][cH:8]1.[CH2:28]1[O:29][CH2:30][CH2:31][CH2:32]1.[CH3:33][OH:34].[ClH:27].[Na+:26].[OH-:25]>>[C:1](#[N:2])[c:3]1[c:4]([C:21]([F:22])([F:23])[F:24])[cH:5][c:6]([N:9]([CH:10]([CH3:11])[C:12](=[O:13])[OH:14])[CH2:16][C:17]([F:18])([F:19])[F:20])[cH:7][cH:8]1. Starting materials: FC(CCN)(F)F (3,3,3-trifluoropropylamine), F[C@](C(=O)O)(C(=O)N[C@H]1C2=C(C3=C(N(C1=O)C)C=CC=C3)C=CC=C2)C ((2S)-2-fluoro-2-methyl-N-((S)-5-methyl-6-oxo-6,7-dihydro-5H-dibenzo[b,d]azepin-7-yl)-malonamic acid). Product: F[C@@](C(=O)N[C@H]1C2=C(C3=C(N(C1=O)C)C=CC=C3)C=CC=C2)(C(=O)NCCC(F)(F)F)C ((R)-2-Fluoro-2-methyl-N-((S)-5-methyl-6-oxo-6,7-dihydro-5H-dibenzo[b,d]azepin-7-yl)-N′-(3,3,3-trifluoro-propyl)-malonamide). Reaction SMILES: [F:1][C:2]([F:7])([F:6])[CH2:3][CH2:4][NH2:5].[F:8][C@@:9]([CH3:33])([C:13]([NH:15][C@@H:16]1[C:22](=[O:23])[N:21]([CH3:24])[C:20]2[CH:25]=[CH:26][CH:27]=[CH:28][C:19]=2[C:18]2[CH:29]=[CH:30][CH:31]=[CH:32][C:17]1=2)=[O:14])[C:10](O)=[O:11]>>[F:8][C@:9]([CH3:33])([C:10]([NH:5][CH2:4][CH2:3][C:2]([F:7])([F:6])[F:1])=[O:11])[C:13]([NH:15][C@@H:16]1[C:22](=[O:23])[N:21]([CH3:24])[C:20]2[CH:25]=[CH:26][CH:27]=[CH:28][C:19]=2[C:18]2[CH:29]=[CH:30][CH:31]=[CH:32][C:17]1=2)=[O:14]. Procedure: The title compound [MS m/e (%): 452.3 (M+H+, 100)]was prepared in analogy to example 14 from 3,3,3-trifluoropropylamine and (2S)-2-fluoro-2-methyl-N-((S)-5-methyl-6-oxo-6,7-dihydro-5H-dibenzo[b,d]azepin-7-yl)-malonamic acid. Starting materials: C[Si](ON)(C)C (O-trimethylsilylhydroxylamine), C(C)(C)N(CC)C(C)C (diisopropylethylamine), ClC(=O)OCC (ethyl chloroformate), C(C1=CC=CC=C1)OC1=CC=C(CN2C(N(CC2)C(C(=O)O)C(C)C)=O)C=C1 (2-(3-(4-Benzyloxybenzyl)-2-oxoimidazolidin-1-yl)-3-methylbutyric acid). The solvent is CCOC(=O)C (EtOAc), O1CCCC1 (tetrahydrofuran). Conditions: time 3 hour. Product: C(C1=CC=CC=C1)OC1=CC=C(CN2C(N(CC2)C(C(=O)NO)C(C)C)=O)C=C1 (2-(3-(4-benzyloxybenzyl)-2-oxoimidazolidin-1-yl)-N-hydroxy-3-methylbutyramide). The yield is 46.2%. Reaction SMILES: [CH2:1]([O:8][C:9]1[CH:28]=[CH:27][C:12]([CH2:13][N:14]2[CH2:18][CH2:17][N:16]([CH:19]([CH:23]([CH3:25])[CH3:24])[C:20]([OH:22])=O)[C:15]2=[O:26])=[CH:11][CH:10]=1)[C:2]1[CH:7]=[CH:6][CH:5]=[CH:4][CH:3]=1.C(N(C(C)C)CC)(C)C.ClC(OCC)=O.C[Si](C)(C)[O:46][NH2:47]>O1CCCC1.CCOC(C)=O>[CH2:1]([O:8][C:9]1[CH:28]=[CH:27][C:12]([CH2:13][N:14]2[CH2:18][CH2:17][N:16]([CH:19]([CH:23]([CH3:25])[CH3:24])[C:20]([NH:47][OH:46])=[O:22])[C:15]2=[O:26])=[CH:11][CH:10]=1)[C:2]1[CH:3]=[CH:4][CH:5]=[CH:6][CH:7]=1. Reported procedure: 2-(3-(4-Benzyloxybenzyl)-2-oxoimidazolidin-1-yl)-3-methylbutyric acid (50 mg; 0.13 mmol) was dissolved in tetrahydrofuran (THF; 2 ml). At 0° C., diisopropylethylamine (DIEA; 69 μl; 0.39 mmol) and ethyl chloroformate (25 μl; 0.26 mmol) were successively added. The mixture was allowed to reach RT from 0° C. over the course of 2 h, and then O-trimethylsilylhydroxylamine (50 μl; 0.65 mmol) was added. Stirring at RT for a further 3 h was followed by partitioning between dilute HCl (10 ml) and EtOAc (... The reactants are Cc1c(Cc2ccccc2)c2cc(Br)ccc2n1Cc1ccccc1, COc1ccc(B(O)O)cc1, ClCCl, [K+], [K+], O=C([O-])[O-], C1COCCO1. The product is COc1ccc(-c2ccc3c(c2)c(Cc2ccccc2)c(C)n3Cc2ccccc2)cc1. Reaction SMILES: [CH2:1]([c:2]1[cH:3][cH:4][cH:5][cH:6][cH:7]1)[n:8]1[c:9]([CH3:25])[c:10]([CH2:18][c:19]2[cH:20][cH:21][cH:22][cH:23][cH:24]2)[c:11]2[cH:12][c:13]([Br:17])[cH:14][cH:15][c:16]12.[CH3:32][O:33][c:34]1[cH:35][cH:36][c:37]([B:40]([OH:41])[OH:42])[cH:38][cH:39]1.[Cl:43][CH2:44][Cl:45].[K+:26].[K+:27].[O-:28][C:29]([O-:30])=[O:31].[O:46]1[CH2:47][CH2:48][O:49][CH2:50][CH2:51]1>>[CH2:1]([c:2]1[cH:3][cH:4][cH:5][cH:6][cH:7]1)[n:8]1[c:9]([CH3:25])[c:10]([CH2:18][c:19]2[cH:20][cH:21][cH:22][cH:23][cH:24]2)[c:11]2[cH:12][c:13](-[c:37]3[cH:36][cH:35][c:34]([O:33][CH3:32])[cH:39][cH:38]3)[cH:14][cH:15][c:16]12. Reactants: COC1=NC(=NC(=N1)OC)C1C(NC2=C(C=CC=C12)OC)=O (3-(4,6-Dimethoxy-1,3,5-triazin-2-yl)-7-methoxy-1,3-dihydro-2H-indol-2-one), CN1C=NC=C1 (1-methyl-1H-imidazole), CN1C=NC=C1 (1-methyl-1H-imidazole), FC(S(=O)(=O)Cl)F (difluoromethanesulfonyl chloride), FC(S(=O)(=O)Cl)F (difluoromethanesulfonyl chloride), O (water). Run in ClCCl (dichloromethane). Conditions: temperature -15 celsius, time 48 hour. The product is FC(S(=O)(=O)N1C(C(C2=CC=CC(=C12)OC)C1=NC(=NC(=N1)OC)OC)=O)F (1-[(difluoromethyl)sulfonyl]-3-(4,6-dimethoxy-1,3,5-triazin-2-yl)-7-methoxy-1,3-dihydro-2H-indol-2-one). RXN SMILES: [CH3:1][O:2][C:3]1[N:8]=[C:7]([O:9][CH3:10])[N:6]=[C:5]([CH:11]2[C:19]3[C:14](=[C:15]([O:20][CH3:21])[CH:16]=[CH:17][CH:18]=3)[NH:13][C:12]2=[O:22])[N:4]=1.CN1C=CN=C1.[F:29][CH:30]([F:35])[S:31](Cl)(=[O:33])=[O:32].O>ClCCl>[F:29][CH:30]([F:35])[S:31]([N:13]1[C:14]2[C:19](=[CH:18][CH:17]=[CH:16][C:15]=2[O:20][CH3:21])[CH:11]([C:5]2[N:4]=[C:3]([O:2][CH3:1])[N:8]=[C:7]([O:9][CH3:10])[N:6]=2)[C:12]1=[O:22])(=[O:33])=[O:32]. Procedure: 3-(4,6-Dimethoxy-1,3,5-triazin-2-yl)-7-methoxy-1,3-dihydro-2H-indol-2-one (1.0 g) and 1-methyl-1H-imidazole (0.47 g) are introduced as initial charge in 8 ml of dichloromethane and cooled to −15° C. with nitrogen. With stirring, difluoromethanesulfonyl chloride (0.62 g) is added dropwise in two portions and the mixture is heated to 10° C. in 2.5 hours. It is cooled to 0° C., 1-methyl-1H-imidazole (0.24 g) and difluoromethanesulfonyl chloride (0.35 g) are added, and the mixture is warmed to room ... Reactants: COC1=CC=C2CCC(C2=C1)C1CCNCC1 (4-(6-methoxy-indan-1-yl)piperidine), C([C@H](O)[C@@H](O)C(=O)O)(=O)O (L-tartaric acid). Run in C(C)O.O (ethanol water). Run at time 5 hour. Yields the product C(=O)(O)[C@H](O)[C@@H](O)C(=O)O.COC1=CC=C2CCC(C2=C1)C1CCNCC1 ((+)-4-(6-methoxy-indan-1-yl)piperidine L-tartrate). Yield: 28.8%. As a reaction SMILES: [CH3:1][O:2][C:3]1[CH:11]=[C:10]2[C:6]([CH2:7][CH2:8][CH:9]2[CH:12]2[CH2:17][CH2:16][NH:15][CH2:14][CH2:13]2)=[CH:5][CH:4]=1.[C:18]([OH:27])(=[O:26])[C@@H:19]([C@H:21]([C:23]([OH:25])=[O:24])[OH:22])[OH:20]>C(O)C.O>[C:23]([C@@H:21]([C@H:19]([C:18]([OH:27])=[O:26])[OH:20])[OH:22])([OH:25])=[O:24].[CH3:1][O:2][C:3]1[CH:11]=[C:10]2[C:6]([CH2:7][CH2:8][CH:9]2[CH:12]2[CH2:17][CH2:16][NH:15][CH2:14][CH2:13]2)=[CH:5][CH:4]=1 |f:2.3,4.5|. Procedure: A mixture of 4-(6-methoxy-indan-1-yl)piperidine (8.4 g, 36.4 mmol) and L-tartaric acid (2.7 g, 18.2 mmol) was dissolved in 150 mL ethanol-water (10:1). After standing for 5 h the precipitate was collected and recrystallized from 50 mL ethanol-water (10:1) to give of (+)-4-(6-methoxy-indan-1-yl)piperidine L-tartrate (2.0 g, 18%), mp 183°-184° C., [α]=53.4°. Anal. Calc'd for C15H21NO2 ·C4H6O6 : C, 59.83%; H, 7.14%; N, 3.68%. Found: C, 59.83%; H, 7.21%; N, 3.66%. A sample of the hydrochloride was p... Reactants: BrC=1C=C(C(=O)NOC[C@@H]2OC(OC2)(C)C)C(=CN1)NC1=C(C=C(C=C1)I)F (2-bromo-N-{[(4R)-2,2-dimethyl-1,3-dioxolan-4-yl]methoxy}-5-[(2-fluoro-4-iodophenyl)amino]-isonicotinamide), FC(C(=O)O)(F)F (trifluoroacetic acid), CCOC(=O)C (EtOAc). Procedure details: 2-Bromo-N-(2,4-dihydroxy-butoxy)-5-(2-fluoro-4-iodo-phenylamino)-isonicotinamide was synthesized as described in General method 3: To a solution of 2-bromo-N-{[(4R)-2,2-dimethyl-1,3-dioxolan-4-yl]methoxy}-5-[(2-fluoro-4-iodophenyl)amino]-isonicotinamide (100.0 mg, 0.18 mmol) in dichloromethane (1 ml) was added trifluoroacetic acid (1 ml) at RT. The reaction mixture was stirred at RT for 30 min, and monitored by TLC (Hex:EtOAc=1:1 and contain TEA). Upon completion, the volatiles were evaporated, ... Product: BrC=1C=C(C(=O)NOCC(CCO)O)C(=CN1)NC1=C(C=C(C=C1)I)F (2-Bromo-N-(2,4-dihydroxy-butoxy)-5-(2-fluoro-4-iodo-phenylamino)-isonicotinamide). Reaction conditions: time 30 minute. Isolated yield 56.0%. RXN SMILES: [Br:1][C:2]1[CH:3]=[C:4]([C:17]([NH:20][C:21]2[CH:26]=[CH:25][C:24]([I:27])=[CH:23][C:22]=2[F:28])=[CH:18][N:19]=1)[C:5]([NH:7][O:8][CH2:9][C@H:10]1[CH2:14]OC(C)(C)[O:11]1)=[O:6].FC(F)(F)[C:31](O)=[O:32].CCOC(C)=O>ClCCl>[Br:1][C:2]1[CH:3]=[C:4]([C:17]([NH:20][C:21]2[CH:26]=[CH:25][C:24]([I:27])=[CH:23][C:22]=2[F:28])=[CH:18][N:19]=1)[C:5]([NH:7][O:8][CH2:9][CH:10]([OH:11])[CH2:14][CH2:31][OH:32])=[O:6]. Run in ClCCl (dichloromethane). The reactants are O=C(Cl)c1ccc(Br)cc1, N#Cc1ccc2oc(-c3ccc(N)cc3)nc2c1, C1COCCO1. The product is N#Cc1ccc2oc(-c3ccc(Br)cc3)nc2c1. Reaction SMILES: [Br:19][c:20]1[cH:21][cH:22][c:23]([C:24]([Cl:25])=[O:26])[cH:27][cH:28]1.[NH2:1][c:2]1[cH:3][cH:4][c:5](-[c:8]2[o:9][c:10]3[c:11]([n:12]2)[cH:13][c:14]([C:17]#[N:18])[cH:15][cH:16]3)[cH:6][cH:7]1.[O:29]1[CH2:30][CH2:31][O:32][CH2:33][CH2:34]1>>[c:2]1([Br:19])[cH:3][cH:4][c:5](-[c:8]2[o:9][c:10]3[c:11]([n:12]2)[cH:13][c:14]([C:17]#[N:18])[cH:15][cH:16]3)[cH:6][cH:7]1. Conditions: time 30 minute. Isolated yield 95.0%. Product: BrC1=C(N=C(O1)C)C1=CC=2CCCCC2C=C1 (5-bromo-2-methyl-4-(5,6,7,8-tetrahydronaphthalen-2-yl)oxazole). Reaction SMILES: [CH3:1][C:2]1[O:3][CH:4]=[C:5]([C:7]2[CH:16]=[CH:15][C:14]3[CH2:13][CH2:12][CH2:11][CH2:10][C:9]=3[CH:8]=2)[N:6]=1.[Br:17]Br.C(=O)([O-])O.[Na+]>ClCCl>[Br:17][C:4]1[O:3][C:2]([CH3:1])=[N:6][C:5]=1[C:7]1[CH:16]=[CH:15][C:14]2[CH2:13][CH2:12][CH2:11][CH2:10][C:9]=2[CH:8]=1 |f:2.3|. Run in ClCCl (dichloromethane), ClCCl (dichloromethane). The reactants are C(O)([O-])=O.[Na+] (sodium hydrogen carbonate), CC=1OC=C(N1)C1=CC=2CCCCC2C=C1 (2-methyl-4-(5,6,7,8-tetrahydronaphthalen-2-yl)oxazole), BrBr (bromine). Procedure details: To a solution of 2-methyl-4-(5,6,7,8-tetrahydronaphthalen-2-yl)oxazole (9.0 g) in dichloromethane (90 mL) was added dropwise a solution of bromine (2.2 mL) in dichloromethane (5 mL) at room temperature. After stirring the mixture at room temperature for 30 min, saturated aqueous sodium hydrogen carbonate was added, and the mixture was extracted with dichloromethane. The organic layer was dried over anhydrous magnesium sulfate and concentrated to give 5-bromo-2-methyl-4-(5,6,7,8-tetrahydronaphtha...